Dataset: the Open Reaction Database (ORD), a public repository of structured organic reaction records. Task: describe an organic reaction: reactants, conditions, products, and yield Procedure details: Grignard reaction: In a 500 ml sulfonating flask having a stirrer, dropping funnel, condenser and internal thermometer, 7.3 g (0.3 mol) of magnesium turnings and a few grains of iodine are initially introduced into 60 ml of dry tetrahydrofuran (THF). Under dry protective gas (nitrogen), 56.1 g (0.3 mol) of 4-bromoanisole, dissolved in 100 ml of THF, are slowly added dropwise at 60° C. After the complete dissolution of the Mg turnings, the mixture is stirred at 60° C. for 90 minutes. The Grignard... Run at temperature 60 celsius, time 90 minute. The yield is 81.7%. Solvent: O1CCCC1 (THF), O1CCCC1 (tetrahydrofuran), O1CCCC1 (THF). Product: COC1=CC=C(C=C1)C1=NC(=NC(=N1)Cl)Cl (6-(4-methoxyphenyl)-2,4-dichloro-1,3,5-triazine). Reactants: Mg, N1=C(Cl)N=C(Cl)N=C1Cl (cyanuric chloride), [Mg] (magnesium), II (iodine), BrC1=CC=C(C=C1)OC (4-bromoanisole). RXN SMILES: [Mg].II.Br[C:5]1[CH:10]=[CH:9][C:8]([O:11][CH3:12])=[CH:7][CH:6]=1.[N:13]1[C:20]([Cl:21])=[N:19][C:17](Cl)=[N:16][C:14]=1[Cl:15]>O1CCCC1>[CH3:12][O:11][C:8]1[CH:9]=[CH:10][C:5]([C:17]2[N:19]=[C:20]([Cl:21])[N:13]=[C:14]([Cl:15])[N:16]=2)=[CH:6][CH:7]=1. Starting materials: ClS(=O)(=O)N=C=O (chlorosulfonyl isocyanate), [C@H]1(CC[C@H](CC1)C(=O)O)C(=O)O (trans-cyclohexane-l,4-dicarboxylic acid), ice water, CN(C)C=O (DMF). Solvent: ClCCl (dichloromethane), ClCCl (dichloromethane). Conditions: time 1.5 hour. Yields the product [C@H]1(CC[C@H](CC1)C#N)C#N (trans-cyclohexane-l,4-dinitrile). The yield is 37.4%. Reaction SMILES: ClS([N:5]=[C:6]=O)(=O)=O.[C@H:8]1(C(O)=O)[CH2:13][CH2:12][C@H:11]([C:14](O)=O)[CH2:10][CH2:9]1.C[N:21](C=O)C>ClCCl>[C@H:8]1([C:6]#[N:5])[CH2:13][CH2:12][C@H:11]([C:14]#[N:21])[CH2:10][CH2:9]1. Procedure: 50.4 g (357 mmol) of chlorosulfonyl isocyanate in 30 ml of dichloromethane are added dropwise to 30 g (174 mmol) of trans-cyclohexane-l,4-dicarboxylic acid in 90 ml of dichloromethane under reflux. When the evolution of gas is completed, the mixture is stirred for a further 1.5 hours under reflux. 40 ml (715 mmol) of DMF are subsequently added dropwise at from -15 to -20° C., and the mixture is stirred for a further 15 minutes and hydrolyzed using 300 ml of ice water. The phases are separated, a... Reactants: [C@@H]1([C@H](O)[C@H](O)[C@@H](CO)O1)N1C(=O)N=C(N)C=C1 (Cytidine), [H-].[Na+] (sodium hydride), BrCCCCC (bromopentane). Run in CS(=O)C (DMSO). Yields the product C(CCCC)O[C@H]1[C@@H](O[C@@H]([C@H]1O)CO)N1C(=O)N=C(N)C=C1 (2'-O-Pentylcytidine). Reaction SMILES: [C@@H:1]1([N:10]2[CH:17]=[CH:16][C:14]([NH2:15])=[N:13][C:11]2=[O:12])[O:9][C@H:6]([CH2:7][OH:8])[C@@H:4]([OH:5])[C@H:2]1[OH:3].[H-].[Na+].Br[CH2:21][CH2:22][CH2:23][CH2:24][CH3:25]>CS(C)=O>[CH2:21]([O:3][C@@H:2]1[C@H:4]([OH:5])[C@@H:6]([CH2:7][OH:8])[O:9][C@H:1]1[N:10]1[CH:17]=[CH:16][C:14]([NH2:15])=[N:13][C:11]1=[O:12])[CH2:22][CH2:23][CH2:24][CH3:25] |f:1.2|. Reported procedure: Cytidine (10 g, 0.041 mol), sodium hydride (2.4 g, 1.5 eq), bromopentane (7.6 ml, 1.5 eq.) in DMSO (90 ml) were reacted as per the procedure of Example 71, Step 1 to yield the 2' and 3' isomers as a foam (7.6 g).